From a dataset of the Open Reaction Database (ORD), a public repository of structured organic reaction records. describe an organic reaction: reactants, conditions, products, and yield Reactants: C(#N)C1=C(N=C(N1)CCC)N1C(=CC=C1Cl)Cl (5-Cyano-4-(2,5-dichloro-1H-pyrrol-1-yl)-2-propylimidazole), C1(=CC=CC=C1)C(CN1N=NN=C1C1=C(C=CC=C1)C1=CC=C(C=C1)CBr)(C1=CC=CC=C1)C1=CC=CC=C1 (N-triphenylethyl-5-[4'-(bromomethyl)bipheyl-2-yl]tetrazole). Product: C(#N)C1=C(N=C(N1CC1=CC=C(C=C1)C1=C(C=CC=C1)C1=NN=NN1)CCC)N1C(=CC=C1Cl)Cl (5-Cyano-4-(2,5-dichloro-1H-pyrrol-1-yl)-2-propyl-1-[(2'-(1H-tetrazol-5-yl)biphen-4-yl)methyl]-1H-imidazole). As a reaction SMILES: [C:1]([C:3]1[NH:7][C:6]([CH2:8][CH2:9][CH3:10])=[N:5][C:4]=1[N:11]1[C:15]([Cl:16])=[CH:14][CH:13]=[C:12]1[Cl:17])#[N:2].C1(C(C2C=CC=CC=2)(C2C=CC=CC=2)C[N:26]2[C:30]([C:31]3[CH:36]=[CH:35][CH:34]=[CH:33][C:32]=3[C:37]3[CH:42]=[CH:41][C:40]([CH2:43]Br)=[CH:39][CH:38]=3)=[N:29][N:28]=[N:27]2)C=CC=CC=1>>[C:1]([C:3]1[N:7]([CH2:43][C:40]2[CH:41]=[CH:42][C:37]([C:32]3[CH:33]=[CH:34][CH:35]=[CH:36][C:31]=3[C:30]3[NH:26][N:27]=[N:28][N:29]=3)=[CH:38][CH:39]=2)[C:6]([CH2:8][CH2:9][CH3:10])=[N:5][C:4]=1[N:11]1[C:15]([Cl:16])=[CH:14][CH:13]=[C:12]1[Cl:17])#[N:2]. Procedure: Using the procedure from Example 13, 5-cyano-4-(2,5-dichloro-1H-pyrrol-1-yl)-2-propylimidazole (Example 30) and N-triphenylethyl-5-[4'-(bromomethyl)bipheyl-2-yl]tetrazole (Example 12) are reacted and deprotected to give the title compound. Starting materials: CC1(OCC2=C(O1)C=CC(=C2)C(CN[C@@H]2CC1=CC(=CC=C1CC2)OCC(=O)OCC)O)C (Ethyl 2-[(2S)-2-[[(2RS)-2-(2,2-dimethylbenzo[1,2-d]-1,3-dioxan-6-yl)-2-hydroxyethyl]amino]-1,2,3,4-tetrahydronaphthalen-7-yloxy]acetate), Cl (hydrochloric acid), C([O-])(O)=O.[Na+] (sodium bicarbonate). Solvent: COCCOC (1,2-dimethoxyethane). Reaction conditions: temperature 0 celsius. Product: OC(CN[C@@H]1CC2=CC(=CC=C2CC1)OCC(=O)OCC)C1=CC(=C(C=C1)O)CO (ethyl 2-[(2S)-2-[[(2RS)-2-hydroxy-2-(4-hydroxy-3-hydroxymethylphenyl)ethyl]-amino]-1,2,3,4-tetrahydronaphthalen-7-yloxy]acetate). Yield: 68.6%. As a reaction SMILES: CC1(C)[O:7][C:6]2[CH:8]=[CH:9][C:10]([CH:12]([OH:32])[CH2:13][NH:14][C@H:15]3[CH2:24][CH2:23][C:22]4[C:17](=[CH:18][C:19]([O:25][CH2:26][C:27]([O:29][CH2:30][CH3:31])=[O:28])=[CH:20][CH:21]=4)[CH2:16]3)=[CH:11][C:5]=2[CH2:4][O:3]1.Cl.C(=O)(O)[O-].[Na+]>COCCOC>[OH:32][CH:12]([C:10]1[CH:9]=[CH:8][C:6]([OH:7])=[C:5]([CH2:4][OH:3])[CH:11]=1)[CH2:13][NH:14][C@H:15]1[CH2:24][CH2:23][C:22]2[C:17](=[CH:18][C:19]([O:25][CH2:26][C:27]([O:29][CH2:30][CH3:31])=[O:28])=[CH:20][CH:21]=2)[CH2:16]1 |f:2.3|. Procedure: Ethyl 2-[(2S)-2-[[(2RS)-2-(2,2-dimethylbenzo[1,2-d]-1,3-dioxan-6-yl)-2-hydroxyethyl]amino]-1,2,3,4-tetrahydronaphthalen-7-yloxy]acetate (11.5 g) was suspended in 75 ml of 1,2-dimethoxyethane, 252 ml of 1 N hydrochloric acid was added dropwise to the suspension while keeping the temperature at 20° C. or lower, and the resulting mixture was subjected to 30 minutes of reaction at room temperature. Then, 23.3 g of sodium bicarbonate was added with stirring at 0° C., and the mixture was extracted wit... Conditions: time 30 minute. Procedure details: EX-44B) To a solution of p-fluorophenol 1.00 g (8.92 mmol) in 30 mL of tetrahydrofuran at 0° C. was added a 60% dispersion of sodium hydride in mineral oil (0.36 g, 8.92 mmol). After 30 min, cyanuric chloride (1.64 g, 8.92 mmol) was added as a heterogeneous nixture in tetrahydrofuran at 0° C. The reaction mixture was allowed to slowly warm to room temperature. After 14 h, the mixture was cooled to 0° C., and a saturated aqueous NH Cl solution was added. The aqueous solution was extracted with di... Yields the product ClC1=NC(=NC(=N1)Cl)OC1=CC=C(C=C1)F (2,4-dichloro-6-(4-fluorophenoxy)-1,3,5-triazine). The solvent is O1CCCC1 (tetrahydrofuran), O1CCCC1 (tetrahydrofuran). The reactants are N1=C(Cl)N=C(Cl)N=C1Cl (cyanuric chloride), FC1=CC=C(C=C1)O (p-fluorophenol), [H-].[Na+] (sodium hydride), oil. Reaction SMILES: [F:1][C:2]1[CH:7]=[CH:6][C:5]([OH:8])=[CH:4][CH:3]=1.[H-].[Na+].[N:11]1[C:18]([Cl:19])=[N:17][C:15](Cl)=[N:14][C:12]=1[Cl:13]>O1CCCC1>[Cl:13][C:12]1[N:11]=[C:18]([Cl:19])[N:17]=[C:15]([O:8][C:5]2[CH:6]=[CH:7][C:2]([F:1])=[CH:3][CH:4]=2)[N:14]=1 |f:1.2|. The yield is 57.8%. The reactants are N[C@@H](CC(C)C)C(=O)O (leucine), ClC=1C=CC(=C(CNC([C@H]2NCCC2)=O)C1)N1N=NN=C1 (N-[5-chloro-2-(1H-tetraazol-1-yl)benzyl]-L-prolinamide), C(CCl)Cl (EDC), C1=CC2=C(N=C1)N(N=N2)O (HOAt). Solvent: CN(C)C=O (DMF), C(=O)(C(F)(F)F)O.C(Cl)Cl (TFA CH2Cl2). Yields the product CC(C[C@@H](N)C(=O)N1[C@H](C(=O)NCC2=C(C=CC(=C2)Cl)N2N=NN=C2)CCC1)(C)C (4-methyl-D-leucyl-N-[5-chloro-2-(1H-tetraazol-1-yl)benzyl]-L-prolinamide). Reaction SMILES: [NH2:1][C@H:2]([C:7]([OH:9])=O)[CH2:3][CH:4]([CH3:6])[CH3:5].[Cl:10][C:11]1[CH:12]=[CH:13][C:14]([N:26]2[CH:30]=[N:29][N:28]=[N:27]2)=[C:15]([CH:25]=1)[CH2:16][NH:17][C:18](=[O:24])[C@@H:19]1[CH2:23][CH2:22][CH2:21][NH:20]1.[CH2:31](Cl)CCl.C1C=NC2N(O)N=NC=2C=1>CN(C=O)C.C(O)(C(F)(F)F)=O.C(Cl)Cl>[CH3:31][C:4]([CH3:5])([CH3:6])[CH2:3][C@H:2]([C:7]([N:20]1[CH2:21][CH2:22][CH2:23][C@H:19]1[C:18]([NH:17][CH2:16][C:15]1[CH:25]=[C:11]([Cl:10])[CH:12]=[CH:13][C:14]=1[N:26]1[CH:30]=[N:29][N:28]=[N:27]1)=[O:24])=[O:9])[NH2:1] |f:5.6|. Procedure details: The title compound was prepared from N-(tert-butoxycarbonyl)-4-methyl]-D-leucine (32 mg, 0.13 mmol), N-[5-chloro-2-(1H-1,2,4-tetraazol-1-yl)benzyl]-L-prolinamide (Example 26, Step B, 50 mg, 0.21 mmol, 1.0 equiv), EDC (38 mg, 0.20 mmol, 1.5 equiv) and HOAt (9 mg, 0.07 mmol, 0.5 equiv) in DMF (1 mL) followed by deprotection in TFA-CH2Cl2 essentially according to the procedure described in Example 27, Step C. Purification by reverse phase chromatography [95:5 water (+0.1% TFA)/CH3CN (+0.1% TFA) to ... As a reaction SMILES: [Br:1][C:2]1[CH:7]=[CH:6][C:5]([CH:8]([C:11]2[CH:16]=[CH:15][CH:14]=[CH:13][CH:12]=2)[CH:9]=[O:10])=[CH:4][CH:3]=1.CC(C)=[O:19].OS(O)(=O)=O.O=[Cr](=O)=O.C(O)(C)C>CC(C)=O>[Br:1][C:2]1[CH:3]=[CH:4][C:5]([CH:8]([C:11]2[CH:12]=[CH:13][CH:14]=[CH:15][CH:16]=2)[C:9]([OH:19])=[O:10])=[CH:6][CH:7]=1 |f:1.2.3|. The reactants are CC(=O)C.OS(=O)(=O)O.O=[Cr](=O)=O (Jones Reagent), BrC1=CC=C(C=C1)C(C=O)C1=CC=CC=C1 (2-(4-bromophenyl)-2-phenylacetaldehyde), C(C)(C)O (Isopropyl alcohol). The yield is 36.0%. Product: BrC1=CC=C(C=C1)C(C(=O)O)C1=CC=CC=C1 (2-(4-bromophenyl)-2-phenylacetic acid). Solvent: CC(=O)C (acetone). Procedure: To a stirring solution of compound 52 (5.27 g, 19.15 mmol) in acetone (60 mL) cooled to −10° C. was added Jones Reagent (2.93 mL, 2.5 M solution) drop wise. Isopropyl alcohol was then added until the reaction mixture turned green. The mixture was filtered through Celite, diluted with ethyl acetate and washed with NaOH. The organic layer was discarded and the aqueous layer was acidified with 1M HCl to pH 1 and further extracted with ethyl acetate. The combined organics were dried over Na2SO4, fil... Starting materials: C1=CC=CC=2C3=CC=CC=C3CC12 (fluorene), C1=CC=CC=2OC3=C(C21)C=CC=C3 (dibenzofuran), C1=CC=CC=2OC3=C(C21)C=CC=C3 (dibenzofuran), C1CC2=CC=CC3=CC=CC1=C23 (acenaphthene), 2'-aminodiphenyl oxide. The reagents and catalysts are oxide. Yields the product C1=CC=CC=2OC3=C(C21)C=CC=C3 (dibenzofuran), C1(=CC=CC=C1)C1=C(C=CC=C1)O (orthophenylphenol). As a reaction SMILES: [CH:1]1[C:9]2[C:8]3[CH:10]=[CH:11][CH:12]=[CH:13][C:7]=3[O:6][C:5]=2[CH:4]=[CH:3][CH:2]=1.C1C2=C3C(=CC=C2)C=CC=C3C1.C1C2CC3C(=CC=CC=3)C=2C=CC=1>>[CH:1]1[C:9]2[C:8]3[CH:10]=[CH:11][CH:12]=[CH:13][C:7]=3[O:6][C:5]=2[CH:4]=[CH:3][CH:2]=1.[C:8]1([C:9]2[CH:1]=[CH:2][CH:3]=[CH:4][C:5]=2[OH:6])[CH:7]=[CH:13][CH:12]=[CH:11][CH:10]=1. Reported procedure: Commercial use of these materials has been hampered however, by reason of high costs, presence of impurities, and general unavailability. Commercially available dibenzofuran for example is presently obtained from coal tar and frequently contains impurities such as acenaphthene and fluorene which cannot conveniently be separated by commercially suitable methods such as washing, recrystallization, or distillation. In some cases dibenzofuran having greater purity as compared to that obtained from c... The reactants are CC(C)(C)OC(=O)NC1=NC(CF)(c2cccc(N=[N+]=[N-])c2)COC1, C1CCOC1, CCO. Yields the product CC(C)(C)OC(=O)NC1=NC(CF)(c2cccc(N)c2)COC1. RXN SMILES: [C:1]([CH3:2])([CH3:3])([CH3:4])[O:5][C:6]([NH:7][C:8]1=[N:13][C:12]([CH2:14][F:15])([c:16]2[cH:17][c:18]([N:22]=[N+:23]=[N-:24])[cH:19][cH:20][cH:21]2)[CH2:11][O:10][CH2:9]1)=[O:25].[CH2:26]1[O:27][CH2:28][CH2:29][CH2:30]1.[CH3:31][CH2:32][OH:33]>>[C:1]([CH3:2])([CH3:3])([CH3:4])[O:5][C:6]([NH:7][C:8]1=[N:13][C:12]([CH2:14][F:15])([c:16]2[cH:17][c:18]([NH2:22])[cH:19][cH:20][cH:21]2)[CH2:11][O:10][CH2:9]1)=[O:25]. The reactants are C1=C(C=CC2=CC=CC=C12)N (naphthalen-2-amine), Cl.ClCCNCCCl (bis(2-chloroethyl)amine hydrochloride). The solvent is C(C)OCCOCCO (diethylene glycol monoethyl ether), CO (methanol). The product is Cl.C1=C(C=CC2=CC=CC=C12)N1CCNCC1 (1-(naphthalen-2-yl)piperazine hydrochloride). The yield is 57.4%. Reaction SMILES: [CH:1]1[C:10]2[C:5](=[CH:6][CH:7]=[CH:8][CH:9]=2)[CH:4]=[CH:3][C:2]=1[NH2:11].Cl.[Cl:13][CH2:14][CH2:15][NH:16][CH2:17][CH2:18]Cl>C(OCCOCCO)C.CO>[ClH:13].[CH:1]1[C:10]2[C:5](=[CH:6][CH:7]=[CH:8][CH:9]=2)[CH:4]=[CH:3][C:2]=1[N:11]1[CH2:18][CH2:17][NH:16][CH2:15][CH2:14]1 |f:1.2,5.6|. Reported procedure: A solution of naphthalen-2-amine (2 g, 14 mmol) and bis(2-chloroethyl)amine hydrochloride (2.51 g, 14.1 mmol, 1 eq) in diethylene glycol monoethyl ether (3 mL) was stirred overnight at 149° C. (oil bath). The resulting solution was diluted with methanol (2 ml). The crude product was re-crystallized from diethyl ether to afford 1-(naphthalen-2-yl)piperazine hydrochloride as a yellow solid (2 g, 58%). (ES, m/z): [M+H]+ 213.0 Reactants: NNC(=O)c1ccncc1, CCO, Cl, O, CC(=O)c1nc(C(O)C(O)C(O)CO)c[nH]1. Product: CC(=NNC(=O)c1ccncc1)c1nc(C(O)C(O)C(O)CO)c[nH]1. As a reaction SMILES: [C:17]([c:18]1[cH:19][cH:20][n:21][cH:22][cH:23]1)(=[O:24])[NH:25][NH2:26].[CH3:28][CH2:29][OH:30].[ClH:27].[OH2:31].[OH:1][CH:2]([CH:3]([CH:4]([CH2:5][OH:6])[OH:7])[OH:8])[c:9]1[n:10][c:11]([C:14]([CH3:15])=[O:16])[nH:12][cH:13]1>>[OH:1][CH:2]([CH:3]([CH:4]([CH2:5][OH:6])[OH:7])[OH:8])[c:9]1[n:10][c:11]([C:14]([CH3:15])=[N:26][NH:25][C:17]([c:18]2[cH:19][cH:20][n:21][cH:22][cH:23]2)=[O:24])[nH:12][cH:13]1. The reactants are O=C1N(C(CC2=CC=CC=C12)=O)CC(=O)O (2-(1,3-dioxo-3,4-dihydroisoquinolin-2(1H)-yl)acetic acid), ClC(OCC)Cl ((dichloromethoxy)ethane). The solvent is C(Cl)(Cl)Cl (CHCl3). Product: O=C1N(C(CC2=CC=CC=C12)=O)CC(=O)Cl (2-(1,3-dioxo-3,4-dihydroisoquinolin-2(1H)-yl)acetyl chloride). The yield is 100.3%. Reaction SMILES: [O:1]=[C:2]1[C:11]2[C:6](=[CH:7][CH:8]=[CH:9][CH:10]=2)[CH2:5][C:4](=[O:12])[N:3]1[CH2:13][C:14]([OH:16])=O.[Cl:17]C(Cl)OCC>C(Cl)(Cl)Cl>[O:1]=[C:2]1[C:11]2[C:6](=[CH:7][CH:8]=[CH:9][CH:10]=2)[CH2:5][C:4](=[O:12])[N:3]1[CH2:13][C:14]([Cl:17])=[O:16]. Reported procedure: To a solution of 2-(1,3-dioxo-3,4-dihydroisoquinolin-2(1H)-yl)acetic acid (150 mg, 0.684 mmol) in CHCl3 (3 ml), (dichloromethoxy)ethane (1 ml, 0.684 mmol) was added, and the mixture refluxed for 3 hours. The solvent was evaporated under reduced pressure, the crude taken up with CHCl3, and the solvent evaporated again to give the title compound (163 mg, quantitative yield).